Dataset: the Open Reaction Database (ORD), a public repository of structured organic reaction records. Task: describe an organic reaction: reactants, conditions, products, and yield Starting materials: BrN1C(CCC1=O)=O (N-Bromosuccinimide), C1(=CCCCC1)C=1OC(=C(N1)C1=CC=CC=C1)C1=CC=CC=C1 (2-(1-cyclohexenyl)-4,5-diphenyloxazole), O (water). Run in CS(=O)C (dimethyl sulfoxide). Reaction conditions: time 19 hour. Yields the product BrC1C(CCCC1)(O)C=1OC(=C(N1)C1=CC=CC=C1)C1=CC=CC=C1 (2-bromo-1-(4,5-diphenyl-2-oxazolyl)cyclohexanol). The yield is 38.3%. RXN SMILES: [Br:1]N1C(=O)CCC1=O.[C:9]1([C:15]2[O:16][C:17]([C:26]3[CH:31]=[CH:30][CH:29]=[CH:28][CH:27]=3)=[C:18]([C:20]3[CH:25]=[CH:24][CH:23]=[CH:22][CH:21]=3)[N:19]=2)[CH2:14][CH2:13][CH2:12][CH2:11][CH:10]=1.[OH2:32]>CS(C)=O>[Br:1][CH:10]1[CH2:11][CH2:12][CH2:13][CH2:14][C:9]1([C:15]1[O:16][C:17]([C:26]2[CH:31]=[CH:30][CH:29]=[CH:28][CH:27]=2)=[C:18]([C:20]2[CH:21]=[CH:22][CH:23]=[CH:24][CH:25]=2)[N:19]=1)[OH:32]. Procedure details: N-Bromosuccinimide (2.64 g) was added to a stirred suspension of 2-(1-cyclohexenyl)-4,5-diphenyloxazole (3.00 g) in dimethyl sulfoxide (20 ml) and water (267 mg) at room temperature and the resulting mixture was stirred at the same temperature for 19 hours. The reaction mixture was partitioned between ethyl acetate and water. The organic layer was separated, washed with water and brine, dried over sodium sulfate, and evaporated in vacuo. The residue was purified by column chromatography to affor... Product: CC1N=C(c2ccccc2F)c2cc(Br)ccc2NC1=O. As a reaction SMILES: [Br-:31].[Br-:61].[C:1]([O:2][C:3](=[O:4])[NH:7][CH:8]([CH3:9])[C:10]([NH:11][c:12]1[c:13]([C:19](=[O:5])[c:20]2[c:21]([F:26])[cH:22][cH:23][cH:24][cH:25]2)[cH:14][c:15]([Br:18])[cH:16][cH:17]1)=[O:28])([CH3:6])([CH3:27])[CH3:29].[CH3:92][CH2:93][O:94][C:95]([CH3:96])=[O:97].[Cl:62][c:63]1[cH:64][cH:65][c:66]2[c:86]([cH:87]1)[C:79]([c:80]1[cH:81][cH:82][cH:83][cH:84][cH:85]1)=[N:78][CH2:77][c:76]1[n:67]-2[cH:68][n:69][c:70]1[C:71]([O:72][CH2:73][CH3:74])=[O:75].[Cl:88][CH:89]([Cl:90])[Cl:91].[ClH:30].[K+:32].[NH2:33][c:34]1[cH:35][cH:36][c:37]([Br:38])[cH:39][c:40]1[C:41]([c:42]1[cH:43][cH:44][cH:45][cH:46][c:47]1[Cl:48])=[O:49].[NH:50]1[c:51]2[cH:52][cH:53][cH:54][cH:55][c:56]2[CH:57]=[CH:58][CH:59]=[N:60]1>>[N:7]1=[C:19]([c:20]2[c:21]([F:26])[cH:22][cH:23][cH:24][cH:25]2)[c:13]2[c:12]([cH:17][cH:16][c:15]([Br:18])[cH:14]2)[NH:11][C:10](=[O:28])[CH:8]1[CH3:9]. Reactants: [Br-], [Br-], CC(NC(=O)OC(C)(C)C)C(=O)Nc1ccc(Br)cc1C(=O)c1ccccc1F, CCOC(C)=O, CCOC(=O)c1ncn2c1CN=C(c1ccccc1)c1cc(Cl)ccc1-2, ClC(Cl)Cl, Cl, [K+], Nc1ccc(Br)cc1C(=O)c1ccccc1Cl, C1=Cc2ccccc2NN=C1.